From a dataset of the Open Reaction Database (ORD), a public repository of structured organic reaction records. describe an organic reaction: reactants, conditions, products, and yield Reactants: ClCC=1N(C=CN1)C=1SC(=CC1C(C1=C(C=CC=C1)Cl)=O)CC (2-chloromethyl-1-(3o-chlorobenzoyl-5-ethyl-2-thienyl)imidazole), C(C)NCC (diethylamine). Run in C(C)O (ethanol). Reaction conditions: temperature 50 celsius, time 2 hour. Product: C(C)N(CC)CC=1N(C=CN1)C=1SC(=CC1C(C1=C(C=CC=C1)Cl)=O)CC (2-diethylaminomethyl-1-(3-o-chlorobenzoyl-5-ethyl-2-thienyl)imidazole). Reaction SMILES: Cl[CH2:2][C:3]1[N:4]([C:8]2[S:9][C:10]([CH2:22][CH3:23])=[CH:11][C:12]=2[C:13](=[O:21])[C:14]2[CH:19]=[CH:18][CH:17]=[CH:16][C:15]=2[Cl:20])[CH:5]=[CH:6][N:7]=1.[CH2:24]([NH:26][CH2:27][CH3:28])[CH3:25]>C(O)C>[CH2:24]([N:26]([CH2:2][C:3]1[N:4]([C:8]2[S:9][C:10]([CH2:22][CH3:23])=[CH:11][C:12]=2[C:13](=[O:21])[C:14]2[CH:19]=[CH:18][CH:17]=[CH:16][C:15]=2[Cl:20])[CH:5]=[CH:6][N:7]=1)[CH2:27][CH3:28])[CH3:25]. Procedure details: To a solution of 5.6 g of 2-chloromethyl-1-(3o-chlorobenzoyl-5-ethyl-2-thienyl)imidazole in 50 ml of ethanol is added 4 g of diethylamine, and the mixture is stirred at 50°C for 2 hours. After allowing the mixture to stand overnight, the solvent is distilled off under reduced pressure. The residue to which a water is added is extracted with ethyl acetate. The extract is washed with water and dried over anhydrous magnesium sulfate. The solvent is distilled off under reduced pressure. The residual... Reactants: O.Cl.N[C@H](CS)C(=O)O (D-cysteine hydrochloride hydrate), C([O-])([O-])=O.[K+].[K+] (potassium carbonate), C(=O)(OC(C)(C)C)N[C@@H](CC(C)C)C(=O)NC=1C=C2C=CC=3N=C(SC3C2=CC1)C#N (7-(Boc-leucinyl)aminonaphtho[2,1-d]thiazole-2-carbonitrile), C1(=CC=CC=C1)SC (thioanisole), FC(C(=O)O)(F)F (Trifluoroacetic acid). Run in C(Cl)Cl (DCM). Reaction conditions: time 1 hour. Yields the product N[C@@H](CC(C)C)C(=O)NC=1C=C2C=CC=3N=C(SC3C2=CC1)C=1SCC(N1)C(=O)O (2-(7-(Leucinyl)aminonaphtho[2,1-d]thiazol-2-yl)-4,5-dihydrothiazole-4-carboxylic acid). Reaction SMILES: C([NH:8][C@H:9]([C:14]([NH:16][C:17]1[CH:18]=[C:19]2[C:27](=[CH:28][CH:29]=1)[C:26]1[S:25][C:24]([C:30]#N)=[N:23][C:22]=1[CH:21]=[CH:20]2)=[O:15])[CH2:10][CH:11]([CH3:13])[CH3:12])(OC(C)(C)C)=O.C1(SC)C=CC=CC=1.FC(F)(F)C(O)=O.O.Cl.[NH2:49][C@@H:50]([C:53]([OH:55])=[O:54])[CH2:51][SH:52].C(=O)([O-])[O-].[K+].[K+]>C(Cl)Cl>[NH2:8][C@H:9]([C:14]([NH:16][C:17]1[CH:18]=[C:19]2[C:27](=[CH:28][CH:29]=1)[C:26]1[S:25][C:24]([C:30]3[S:52][CH2:51][CH:50]([C:53]([OH:55])=[O:54])[N:49]=3)=[N:23][C:22]=1[CH:21]=[CH:20]2)=[O:15])[CH2:10][CH:11]([CH3:12])[CH3:13] |f:3.4.5,6.7.8|. Procedure details: 7-(Boc-leucinyl)aminonaphtho[2,1-d]thiazole-2-carbonitrile (69 mg, 0.16 mmol) was combined with 0.5 mL of thioanisole and 1.5 mL of DCM and stirred in an ice bath. Trifluoroacetic acid (1.5 mL) was added, and the reaction monitored by HPLC. After 1 h, solvents were removed under reduced pressure, and the remaining residue triturated with ether. The resulting solid was taken up in MeCN/H2O and treated with D-cysteine hydrochloride hydrate (55 mg, 0.31 mmol) and potassium carbonate (55 mg, 0.40 mm... Yields the product CCC(NC(=O)C1(c2ccccc2)CCN(C(=O)N2CCN(c3ccc(F)cc3)CC2)CC1)c1ccccc1. Reactants: C1CCOC1, Fc1ccc(N2CCNCC2)cc1, CCC(NC(=O)C1(c2ccccc2)CCNCC1)c1ccccc1. Reaction SMILES: [CH2:38]1[CH2:40][CH2:39][CH2:41][O:42]1.[F:1][c:2]1[cH:3][cH:4][c:5]([N:8]2[CH2:9][CH2:10][NH:11][CH2:12][CH2:13]2)[cH:6][cH:7]1.[c:14]1([CH:20]([CH2:21][CH3:22])[NH:23][C:24](=[O:25])[C:26]2([c:32]3[cH:33][cH:34][cH:35][cH:36][cH:37]3)[CH2:27][CH2:28][NH:29][CH2:30][CH2:31]2)[cH:15][cH:16][cH:17][cH:18][cH:19]1>>[F:1][c:2]1[cH:3][cH:4][c:5]([N:8]2[CH2:9][CH2:10][N:11]([C:41]([N:29]3[CH2:28][CH2:27][C:26]([C:24]([NH:23][CH:20]([c:14]4[cH:15][cH:16][cH:17][cH:18][cH:19]4)[CH2:21][CH3:22])=[O:25])([c:32]4[cH:33][cH:34][cH:35][cH:36][cH:37]4)[CH2:31][CH2:30]3)=[O:42])[CH2:12][CH2:13]2)[cH:6][cH:7]1. The reactants are COC(=O)Cc1ccc(OC)c(-c2ccc(C(F)(F)F)cc2CN(C(C)=O)C2c3ccccc3CC2O)c1, ClCCl, Cl, [H-], CI, [Na+], CN(C)C=O. RXN SMILES: [CH3:1][O:2][C:3]([CH2:4][c:5]1[cH:6][c:7](-[c:13]2[c:14]([CH2:23][N:24]([CH:25]3[CH:26]([OH:34])[CH2:27][c:28]4[cH:29][cH:30][cH:31][cH:32][c:33]43)[C:35]([CH3:36])=[O:37])[cH:15][c:16]([C:19]([F:20])([F:21])[F:22])[cH:17][cH:18]2)[c:8]([O:11][CH3:12])[cH:9][cH:10]1)=[O:38].[Cl:49][CH2:50][Cl:51].[ClH:48].[H-:41].[I:39][CH3:40].[Na+:42].[O:43]=[CH:44][N:45]([CH3:46])[CH3:47]>>[CH3:1][O:2][C:3]([CH2:4][c:5]1[cH:6][c:7](-[c:13]2[c:14]([CH2:23][N:24]([CH:25]3[CH:26]([O:34][CH3:40])[CH2:27][c:28]4[cH:29][cH:30][cH:31][cH:32][c:33]43)[C:35]([CH3:36])=[O:37])[cH:15][c:16]([C:19]([F:20])([F:21])[F:22])[cH:17][cH:18]2)[c:8]([O:11][CH3:12])[cH:9][cH:10]1)=[O:38]. Product: COC(=O)Cc1ccc(OC)c(-c2ccc(C(F)(F)F)cc2CN(C(C)=O)C2c3ccccc3CC2OC)c1. Starting materials: BrC1=C(C=C(C=C1)OC)O (2-bromo-5-methoxyphenol), CC#N (CH3CN), C(=O)([O-])[O-].[K+].[K+] (K2CO3), C(C1=CC=CC=C1)Cl (benzyl chloride). Solvent: O (H2O). Yields the product BrC1=C(C=C(C=C1)OC)OCC1=CC=CC=C1 (1-bromo-4-methoxy-2-(phenylmethoxy)benzene). Yield: 102.5%. RXN SMILES: [Br:1][C:2]1[CH:7]=[CH:6][C:5]([O:8][CH3:9])=[CH:4][C:3]=1[OH:10].CC#N.C([O-])([O-])=O.[K+].[K+].[CH2:20](Cl)[C:21]1[CH:26]=[CH:25][CH:24]=[CH:23][CH:22]=1>O>[Br:1][C:2]1[CH:7]=[CH:6][C:5]([O:8][CH3:9])=[CH:4][C:3]=1[O:10][CH2:20][C:21]1[CH:26]=[CH:25][CH:24]=[CH:23][CH:22]=1 |f:2.3.4|. Procedure details: A 12 L four-necked round-bottomed flask equipped with mechanical stirrer, thermometer and reflux condenser with nitrogen inlet was charged with 2-bromo-5-methoxyphenol (615 g, 2.98 mol), CH3CN (6 L), K2CO3 (671 g, 4.77 mol), benzyl chloride (363 mL, 3.14 mol), and KI (6 g, 0.036 mol). The mixture was heated to reflux for 3 h, cooled to room temperature, and H2O (3 L) added to form a biphasic mixture. The aqueous layer was separated, CH3CN (3 L) removed in vacuo and EtOAc (4 L) added to extract t...